This data is from the Open Reaction Database (ORD), a public repository of structured organic reaction records. The task is: describe an organic reaction: reactants, conditions, products, and yield Starting materials: [Si](C)(C)(C(C)(C)C)OCC1(CC=2N(CCS1)C(=NN2)C2(CC2)C2=CC=C(C=C2)C2=NC=C(C=C2)Cl)C (8-({[Tert-butyl(dimethyl)silyl]oxy}methyl)-3-{1-[4-(5-chloropyridin-2-yl)phenyl]cyclopropyl}-8-methyl-5,6,8,9-tetrahydro[1,2,4]triazolo[4,3-d][1,4]thiazepine), Cl (hydrochloric acid). Run in CO (methanol). The product is ClC=1C=CC(=NC1)C1=CC=C(C=C1)C1(CC1)C1=NN=C2N1CCSC(C2)(C)CO ((3-{1-[4-(5-Chloropyridin-2-yl)phenyl]cyclopropyl}-8-methyl-5,6,8,9-tetrahydro[1,2,4]triazolo[4,3-d][1,4]thiazepin-8-yl)methanol). Isolated yield 109.5%. As a reaction SMILES: [Si]([O:8][CH2:9][C:10]1([CH3:36])[S:16][CH2:15][CH2:14][N:13]2[C:17]([C:20]3([C:23]4[CH:28]=[CH:27][C:26]([C:29]5[CH:34]=[CH:33][C:32]([Cl:35])=[CH:31][N:30]=5)=[CH:25][CH:24]=4)[CH2:22][CH2:21]3)=[N:18][N:19]=[C:12]2[CH2:11]1)(C(C)(C)C)(C)C.Cl>CO>[Cl:35][C:32]1[CH:33]=[CH:34][C:29]([C:26]2[CH:27]=[CH:28][C:23]([C:20]3([C:17]4[N:13]5[CH2:14][CH2:15][S:16][C:10]([CH2:9][OH:8])([CH3:36])[CH2:11][C:12]5=[N:19][N:18]=4)[CH2:22][CH2:21]3)=[CH:24][CH:25]=2)=[N:30][CH:31]=1. Procedure details: A solution of the compound (367 mg, 0.68 mmol) obtained in Example 53-1) and 4 M hydrochloric acid (1,4-dioxane solution, 1 mL) in methanol (4 mL) was stirred at room temperature for 16 h. The reaction mixture was concentrated under reduced pressure, saturated aqueous sodium hydrogencarbonate was added to the residue, the mixture was extracted with dichloromethane, and the organic layer was washed with saturated sodium chloride solution and dried with anhydrous sodium sulfate. After filtration, ... Conditions: temperature 70 celsius, time 20 minute. Isolated yield 71.8%. RXN SMILES: [H-].[Na+].[F:3][C:4]([F:18])([F:17])[C:5]1[CH:10]=[CH:9][CH:8]=[CH:7][C:6]=1[CH:11]([OH:16])[C:12]([F:15])([F:14])[F:13].[NH2:19][C:20]1[N:25]=[C:24](Cl)[CH:23]=[C:22]([Cl:27])[N:21]=1.O>C1COCC1.C(OCC)(=O)C>[Cl:27][C:22]1[CH:23]=[C:24]([O:16][CH:11]([C:6]2[CH:7]=[CH:8][CH:9]=[CH:10][C:5]=2[C:4]([F:17])([F:18])[F:3])[C:12]([F:13])([F:14])[F:15])[N:25]=[C:20]([NH2:19])[N:21]=1 |f:0.1|. Product: ClC1=NC(=NC(=C1)OC(C(F)(F)F)C1=C(C=CC=C1)C(F)(F)F)N (4-chloro-6-[2,2,2-trifluoro-1-(2-trifluoromethylphenyl)-ethoxy]-pyrimidin-2-ylamine). Reported procedure: NaH (80 mg, 60%, 3.0 mmol) was added to a solution of 1-(2-trifluoromethylphenyl)-2,2,2-trifluoro-ethanol (244 mg, 1 mmol) in 10 ml of anhydrous THF. The mixture was stirred for 20 minutes, 2-amino-4,6-dichloro-pyrimidine (164 mg, 1 mmol) was added and then the reaction mixture was heated at 70° C. for 1 hour. After cooling, 5 ml water was added and ethyl acetate (20 ml) was used to extract the product. The organic layer was dried over sodium sulfate. The solvent was removed by rotovap to give 2... Starting materials: NC1=NC(=CC(=N1)Cl)Cl (2-amino-4,6-dichloro-pyrimidine), O (water), [H-].[Na+] (NaH), FC(C1=C(C=CC=C1)C(C(F)(F)F)O)(F)F (1-(2-trifluoromethylphenyl)-2,2,2-trifluoro-ethanol). Solvent: C1CCOC1 (THF), C(C)(=O)OCC (ethyl acetate). Yields the product COC=1N=CC=C2C1OC(=C2)C2(COCC2)O (3-(7-Methoxyfuro[2,3-c]pyridin-2-yl)tetrahydrofuran-3-ol). Procedure: Starting from 7-methoxyfuro[2,3-c]pyridine (2.5 g) and dihydrofuran-3-one (1.7 g). Purification by column chromatography on silica eluting with 50% ethyl acetate in heptane afforded the title compound as a brown oil (2 g). RXN SMILES: [CH3:1][O:2][C:3]1[N:4]=[CH:5][CH:6]=[C:7]2[CH:11]=[CH:10][O:9][C:8]=12.[O:12]1[CH2:16][CH2:15][C:14](=[O:17])[CH2:13]1>>[CH3:1][O:2][C:3]1[N:4]=[CH:5][CH:6]=[C:7]2[CH:11]=[C:10]([C:14]3([OH:17])[CH2:15][CH2:16][O:12][CH2:13]3)[O:9][C:8]=12. Yield: 50.7%. The reactants are COC=1N=CC=C2C1OC=C2 (7-methoxyfuro[2,3-c]pyridine), O1CC(CC1)=O (dihydrofuran-3-one). Run at temperature 85 celsius. Isolated yield 96.1%. Reaction SMILES: [C:1]([C:5]1[O:9][C:8]([C:10]([O:12]CC)=O)=[N:7][CH:6]=1)([CH3:4])([CH3:3])[CH3:2].O.[NH2:16][NH2:17]>C(O)C>[C:1]([C:5]1[O:9][C:8]([C:10]([NH:16][NH2:17])=[O:12])=[N:7][CH:6]=1)([CH3:4])([CH3:3])[CH3:2] |f:1.2|. Reported procedure: To a mixture of ethyl 5-tert-butyl-1,3-oxazole-2-carboxylate (28 g, 142 mmol) in ethanol (200 mL) is added hydrazine hydrate (7.1 g, 142 mmol). The reaction mixture is heated at 85° C. for 3 h. The solvent is evaporated and the residue is washed with n-pentane to afford the title compound (25 g, 96%) as a white solid. The product is C(C)(C)(C)C1=CN=C(O1)C(=O)NN (5-tert-butyl-1,3-oxazole-2-carbohydrazide). Solvent: C(C)O (ethanol). Reactants: C(C)(C)(C)C1=CN=C(O1)C(=O)OCC (ethyl 5-tert-butyl-1,3-oxazole-2-carboxylate), O.NN (hydrazine hydrate). Reactants: C(C)(C)(C)OC(=O)NCCCBr (N-t-butyloxycarbonyl-3-bromopropylamine), [H-].[Na+] (sodium hydride), suspension, COC(C1=C(C=C(C=C1)O)O)=O (2,4-dihydroxybenzoic acid methyl ester). Run in CN(C)C=O (DMF). Conditions: time 1 hour. Yields the product COC(C1=C(C=C(C=C1)OCCCNC(=O)OC(C)(C)C)O)=O (4-(3-(t-butyloxycarbonylamino)propyloxy)-2-hydroxybenzoic acid methyl ester). Isolated yield 51.0%. Reaction SMILES: [CH3:1][O:2][C:3](=[O:12])[C:4]1[CH:9]=[CH:8][C:7]([OH:10])=[CH:6][C:5]=1[OH:11].[H-].[Na+].[C:15]([O:19][C:20]([NH:22][CH2:23][CH2:24][CH2:25]Br)=[O:21])([CH3:18])([CH3:17])[CH3:16]>CN(C=O)C>[CH3:1][O:2][C:3](=[O:12])[C:4]1[CH:9]=[CH:8][C:7]([O:10][CH2:25][CH2:24][CH2:23][NH:22][C:20]([O:19][C:15]([CH3:16])([CH3:18])[CH3:17])=[O:21])=[CH:6][C:5]=1[OH:11] |f:1.2|. Reported procedure: To a 0° C. stirred solution of 2,4-dihydroxybenzoic acid methyl ester (5 g, 30 mmol) in dry DMF (100 mL) was added sodium hydride (1.2 g of a 60% suspension in mineral oil, 30 mmol). After 1 h, the solution was warmed to ambient temperature and stirred for 1 h. To the solution was added N-t-butyloxycarbonyl-3-bromopropylamine (10.6 g, 45 mmol). The reaction was stirred at ambient temperature for 24 and the solvent was removed under reduced pressure. The residue was dissolved in EtOAc (250 mL) an... The reactants are ClCCl, O=C(O)C(F)(F)F, COc1ccc(CN(C)c2cc3c(cn2)cc(-c2ccc(F)c(N)c2)c(=O)n3C(C)C)cc1. Product: CNc1cc2c(cn1)cc(-c1ccc(F)c(N)c1)c(=O)n2C(C)C. RXN SMILES: [Cl:41][CH2:42][Cl:43].[F:34][C:35]([F:36])([F:37])[C:38]([OH:39])=[O:40].[NH2:1][c:2]1[cH:3][c:4](-[c:9]2[c:10](=[O:33])[n:11]([CH:30]([CH3:31])[CH3:32])[c:12]3[cH:13][c:14]([N:19]([CH3:20])[CH2:21][c:22]4[cH:23][cH:24][c:25]([O:26][CH3:27])[cH:28][cH:29]4)[n:15][cH:16][c:17]3[cH:18]2)[cH:5][cH:6][c:7]1[F:8]>>[NH2:1][c:2]1[cH:3][c:4](-[c:9]2[c:10](=[O:33])[n:11]([CH:30]([CH3:31])[CH3:32])[c:12]3[cH:13][c:14]([NH:19][CH3:20])[n:15][cH:16][c:17]3[cH:18]2)[cH:5][cH:6][c:7]1[F:8].